From a dataset of the Open Reaction Database (ORD), a public repository of structured organic reaction records. describe an organic reaction: reactants, conditions, products, and yield The reactants are COC1=C(C=C(C=C1)OC)CC(=O)O ((2,5-Dirnethoxy-phenyl)-acetic acid), BrBr (bromine). Solvent: C(C)(=O)O (acetic acid). Run at temperature 0 celsius, time 8 hour. Yields the product BrC1=CC(=C(C=C1OC)CCO)OC (2-(4-Bromo-2,5-dimethoxy phenyl)-ethanol). Yield: 77.6%. As a reaction SMILES: [CH3:1][O:2][C:3]1[CH:8]=[CH:7][C:6]([O:9][CH3:10])=[CH:5][C:4]=1[CH2:11][C:12]([OH:14])=O.[Br:15]Br>C(O)(=O)C>[Br:15][C:7]1[C:6]([O:9][CH3:10])=[CH:5][C:4]([CH2:11][CH2:12][OH:14])=[C:3]([O:2][CH3:1])[CH:8]=1. Procedure: (2,5-Dirnethoxy-phenyl)-acetic acid (3.00 g, 15.29 mmol) was dissolved in 30 ml of acetic acid and cooled to 0° C. To this solution was added bromine (2.44 g, 15.33 mmol), the reaction mixture was stirred overnight at room temperature and concentrated under reduced pressure, the solid residue was washed with cold hexane and dried overnight. The residue was dissolved in THF and cooled to 0° C. LAH (20 ml of 1.0 M in THF) was added slowly and then the reaction mixture was stirred at 0° C. for 2 h.... The reactants are F[B-](F)(F)F, COc1cc(C#N)ccc1C1C(C#N)=C(C(F)(F)F)Nc2cc[nH]c(=O)c21, CC[O+](CC)CC, CO, ClCCl. Product: CCOc1nccc2c1C(c1ccc(C#N)cc1OC)C(C#N)=C(C(F)(F)F)N2. Reaction SMILES: [B-:28]([F:29])([F:30])([F:31])[F:32].[C:1](#[N:2])[c:3]1[cH:4][c:5]([O:26][CH3:27])[c:6]([CH:9]2[C:10]([C:24]#[N:25])=[C:11]([C:20]([F:21])([F:22])[F:23])[NH:12][c:13]3[cH:14][cH:15][nH:16][c:17](=[O:19])[c:18]32)[cH:7][cH:8]1.[CH2:33]([CH3:34])[O+:35]([CH2:36][CH3:37])[CH2:38][CH3:39].[CH3:43][OH:44].[Cl:40][CH2:41][Cl:42]>>[C:1](#[N:2])[c:3]1[cH:4][c:5]([O:26][CH3:27])[c:6]([CH:9]2[C:10]([C:24]#[N:25])=[C:11]([C:20]([F:21])([F:22])[F:23])[NH:12][c:13]3[cH:14][cH:15][n:16][c:17]([O:19][CH2:33][CH3:34])[c:18]32)[cH:7][cH:8]1. The reactants are Cl.C(C)OC(CNCC1=CC(=C(C=C1)OC)Br)OCC (N-(3-bromo-4-methoxybenzyl)aminoacetaldehyde diethyl acetal hydrochloride), C(#N)[S-].[K+] (KSCN). Run in O (H2O), C(C)O (ethanol), Cl (HCl), O (H2O). Product: BrC=1C=C(CN2C(=NC=C2)S)C=CC1OC (1-(3-bromo-4-methoxybenzyl)-2-mercaptoimidazole). As a reaction SMILES: Cl.C(O[CH:5](OCC)[CH2:6][NH:7][CH2:8][C:9]1[CH:14]=[CH:13][C:12]([O:15][CH3:16])=[C:11]([Br:17])[CH:10]=1)C.[C:21]([S-:23])#[N:22].[K+]>O.C(O)C.Cl>[Br:17][C:11]1[CH:10]=[C:9]([CH:14]=[CH:13][C:12]=1[O:15][CH3:16])[CH2:8][N:7]1[CH:6]=[CH:5][N:22]=[C:21]1[SH:23] |f:0.1,2.3|. Procedure: A solution of 10.74 g (0.029 mole) of N-(3-bromo-4-methoxybenzyl)aminoacetaldehyde diethyl acetal hydrochloride and 3.37 g (0.35 mole) of KSCN in 50 ml of H2O, 50 ml of ethanol and 5 ml of 3N HCl was refluxed for 4.5 hr. One hundred ml of H2O was added and the mixture was cooled. A solid was filtered, washed with H2O and dried. Recrystallization from ethanol gave 1-(3-bromo-4-methoxybenzyl)-2-mercaptoimidazole, 6.3 g (72%), mp 188°. Reactants: C(C)OC(=O)[C@H]1CN(C[C@@H]1C(=O)O)C(=O)OC(C)(C)C ((3R,4R)-Pyrrolidine-1,3,4-tricarboxylic acid-1-tert-butyl ester-3-ethyl ester), ClC1=CC=C(N)C=C1 (4-chloroaniline), C(C)(C)N(C(C)C)CC (N,N-diisopropyl ethyl amin), Bis(2-oxo-3-oxazolidinyl) phosphinic chloride BOP-Cl. Run in C(C)#N (acetonitrile). Run at temperature 0 celsius, time 30 minute. Product: C(C)OC(=O)[C@H]1CN(C[C@@H]1C(NC1=CC=C(C=C1)Cl)=O)C(=O)OC(C)(C)C ((3R,4R)-4-(4-Chlorophenylcarbamoyl)-pyrrolidine-1,3-dicarboxylic acid 1-tert-butyl ester-3-ethyl ester). As a reaction SMILES: [CH2:1]([O:3][C:4]([C@@H:6]1[C@@H:10]([C:11]([OH:13])=O)[CH2:9][N:8]([C:14]([O:16][C:17]([CH3:20])([CH3:19])[CH3:18])=[O:15])[CH2:7]1)=[O:5])[CH3:2].C(N(CC)C(C)C)(C)C.[Cl:30][C:31]1[CH:37]=[CH:36][C:34]([NH2:35])=[CH:33][CH:32]=1>C(#N)C>[CH2:1]([O:3][C:4]([C@@H:6]1[C@@H:10]([C:11](=[O:13])[NH:35][C:34]2[CH:36]=[CH:37][C:31]([Cl:30])=[CH:32][CH:33]=2)[CH2:9][N:8]([C:14]([O:16][C:17]([CH3:20])([CH3:19])[CH3:18])=[O:15])[CH2:7]1)=[O:5])[CH3:2]. Reported procedure: Compound 7a (4.91 g; 17.1 mmol) is suspended in acetonitrile (25 ml) and N,N-diisopropyl ethyl amin (3.58 ml; 20.5 mmol) is added at 0° C. Bis(2-oxo-3-oxazolidinyl) phosphinic chloride BOP-Cl (5.22 g; 20.5 mmol) is added as a solid and after stirring for 30 min at 0° C. 4-chloroaniline (2.18 g; 17.1 mmol) is added to the reaction mixture. The mixture is stirred for 2 h at 0° C., evaporated to dryness and dissolved in ethyl acetate (ml). The organic phase is washed with 0.1 N HCl (2×ml), with sat... Reaction SMILES: C(N(C(C)C)CC)(C)C.C1C=CC2N(O)N=NC=2C=1.FC(F)(F)C(O)=O.[Cl:27][CH2:28][CH2:29][CH2:30]/[C:31](=[CH:35]\[C:36]1[CH:41]=[CH:40][C:39]([N:42]2[CH:46]=[C:45]([CH3:47])[N:44]=[CH:43]2)=[C:38]([O:48][CH3:49])[CH:37]=1)/[C:32]([OH:34])=O.[F:50][C:51]1[CH:52]=[C:53]2[C:57](=[CH:58][CH:59]=1)[CH2:56][CH:55]([NH2:60])[CH2:54]2.C(=O)(O)[O-].[Na+]>CN(C=O)C.C(OCC)(=O)C.C(Cl)CCl>[F:50][C:51]1[CH:52]=[C:53]2[C:57](=[CH:58][CH:59]=1)[CH2:56][CH:55]([NH:60][C:32](=[O:34])/[C:31](=[CH:35]/[C:36]1[CH:41]=[CH:40][C:39]([N:42]3[CH:46]=[C:45]([CH3:47])[N:44]=[CH:43]3)=[C:38]([O:48][CH3:49])[CH:37]=1)/[CH2:30][CH2:29][CH2:28][Cl:27])[CH2:54]2 |f:2.3,5.6|. Yield: 101.7%. Product: FC=1C=C2CC(CC2=CC1)NC(/C(/CCCCl)=C/C1=CC(=C(C=C1)N1C=NC(=C1)C)OC)=O ((E)-5-chloro-2-(3-methoxy-4-(4-methyl-1H-imidazol-1-yl)benzylidene)valeric acid (5-fluoroindan-2-yl)amide). Procedure details: IPEA (0.58 mL), EDC (0.38 g) and HOBT (0.27 g) were added to a suspension of (E)-5-chloro-2-(3-methoxy-4-(4-methyl-1H-imidazol-1-yl)benzylidene)valeric acid trifluoroacetate (300 mg) and 5-fluoroindan-2-ylamine (CAS #2340-06-9, 151 mg) in DMF (10 mL) at room temperature, and the reaction solution was stirred at room temperature for 14 hours. A saturated aqueous solution of sodium bicarbonate and ethyl acetate were added to the reaction solution and the organic layer was partitioned. The organic ... Run at time 14 hour. The solvent is CN(C)C=O (DMF), C(CCl)Cl (EDC), C(C)(=O)OCC (ethyl acetate). The reactants are C(C)(C)N(CC)C(C)C (IPEA), C=1C=CC2=C(C1)N=NN2O (HOBT), FC(C(=O)O)(F)F.ClCCC\C(\C(=O)O)=C/C1=CC(=C(C=C1)N1C=NC(=C1)C)OC ((E)-5-chloro-2-(3-methoxy-4-(4-methyl-1H-imidazol-1-yl)benzylidene)valeric acid trifluoroacetate), FC=1C=C2CC(CC2=CC1)N (5-fluoroindan-2-ylamine), C([O-])(O)=O.[Na+] (sodium bicarbonate). Reaction SMILES: [Br:1][c:2]1[cH:3][n:4][n:5]([CH3:23])[c:6]1-[c:7]1[cH:8][c:9]([NH2:22])[cH:10][cH:11][c:12]1[O:13][CH2:14][CH2:15][N:16]1[CH2:17][CH:18]([O:20][CH3:21])[CH2:19]1.[Cl:24][c:25]1[cH:26][cH:27][c:28]([N:31]=[C:32]=[O:33])[cH:29][cH:30]1.[Cl:34][CH2:35][Cl:36]>>[Br:1][c:2]1[cH:3][n:4][n:5]([CH3:23])[c:6]1-[c:7]1[cH:8][c:9]([NH:22][C:32]([NH:31][c:28]2[cH:27][cH:26][c:25]([Cl:24])[cH:30][cH:29]2)=[O:33])[cH:10][cH:11][c:12]1[O:13][CH2:14][CH2:15][N:16]1[CH2:17][CH:18]([O:20][CH3:21])[CH2:19]1. The product is COC1CN(CCOc2ccc(NC(=O)Nc3ccc(Cl)cc3)cc2-c2c(Br)cnn2C)C1. Starting materials: COC1CN(CCOc2ccc(N)cc2-c2c(Br)cnn2C)C1, O=C=Nc1ccc(Cl)cc1, ClCCl. Procedure: Commercially available 2-chloro-4-aminopyridine (15 g, 0.1 mol) and 37.2 g (0.4 mol) of sodium carbonate are suspended in 200 ml of water and warmed to 100° C. 58.3 g (0.4 mol) of potassium iodide and 59.4 g (0.2 mol) of iodine are added to the resultant solution, and the mixture is stirred at the temperature indicated for 12 h. The mixture is subsequently adjusted to pH 13 using sodium hydroxide solution, treated with sodium thiosulfate until completely decolorised and extracted with ethyl acet... The product is ClC1=NC=CC(=C1I)N (2-chloro-3-iodopyridin-4-ylamine). The reactants are ClC1=NC=CC(=C1)N (2-chloro-4-aminopyridine), S(=S)(=O)([O-])[O-].[Na+].[Na+] (sodium thiosulfate), C([O-])([O-])=O.[Na+].[Na+] (sodium carbonate), [I-].[K+] (potassium iodide), II (iodine), resultant solution, [OH-].[Na+] (sodium hydroxide). As a reaction SMILES: [Cl:1][C:2]1[CH:7]=[C:6]([NH2:8])[CH:5]=[CH:4][N:3]=1.C(=O)([O-])[O-].[Na+].[Na+].[I-:15].[K+].II.[OH-].[Na+].S([O-])([O-])(=O)=S.[Na+].[Na+]>O>[Cl:1][C:2]1[C:7]([I:15])=[C:6]([NH2:8])[CH:5]=[CH:4][N:3]=1 |f:1.2.3,4.5,7.8,9.10.11|. The solvent is O (water). Run at temperature 100 celsius, time 12 hour. Yield: 19.6%. The reactants are Cl.NC1=C(C=CC=C1C)C1=CC=CC=C1 (2-amino-3-methylbiphenyl hydrochloride), CN(C#N)C (N,N-dimethylcyanamide). Procedure details: A mixture of 2-amino-3-methylbiphenyl hydrochloride (2.65 g), N,N-dimethylcyanamide (1.3 g) and m-cresol (20 ml) was heated at 90°-95° C. for 18 hours to give N,N-dimethyl-N'-(3-methyl-2-biphenylyl)guanidine as a colourless solid (m.p. 144°-145° C.) which was recrystallised from hexane. Reaction SMILES: Cl.[NH2:2][C:3]1[C:8]([CH3:9])=[CH:7][CH:6]=[CH:5][C:4]=1[C:10]1[CH:15]=[CH:14][CH:13]=[CH:12][CH:11]=1.[CH3:16][N:17]([CH3:20])[C:18]#[N:19]>C1C(O)=CC=CC=1C>[CH3:16][N:17]([CH3:20])[C:18]([NH:2][C:3]1[C:8]([CH3:9])=[CH:7][CH:6]=[CH:5][C:4]=1[C:10]1[CH:11]=[CH:12][CH:13]=[CH:14][CH:15]=1)=[NH:19] |f:0.1|. Yields the product CN(C(=N)NC1=C(C=CC=C1C)C1=CC=CC=C1)C (N,N-dimethyl-N'-(3-methyl-2-biphenylyl)guanidine). Solvent: C1=C(C=CC=C1O)C (m-cresol). Reactants: CO, CCOC(=O)C1(CCCc2c(Cl)cnc3ccc(OC)cc23)CCN(CCOc2ccccn2)CC1, [Na+], C1COCCO1, [OH-]. Product: COc1ccc2ncc(Cl)c(CCCC3(C(=O)O)CCN(CCOc4ccccn4)CC3)c2c1. As a reaction SMILES: [CH3:45][OH:46].[Cl:1][c:2]1[cH:3][n:4][c:5]2[cH:6][cH:7][c:8]([O:35][CH3:36])[cH:9][c:10]2[c:11]1[CH2:12][CH2:13][CH2:14][C:15]1([C:30](=[O:31])[O:32][CH2:33][CH3:34])[CH2:16][CH2:17][N:18]([CH2:21][CH2:22][O:23][c:24]2[n:25][cH:26][cH:27][cH:28][cH:29]2)[CH2:19][CH2:20]1.[Na+:38].[O:39]1[CH2:40][CH2:41][O:42][CH2:43][CH2:44]1.[OH-:37]>>[Cl:1][c:2]1[cH:3][n:4][c:5]2[cH:6][cH:7][c:8]([O:35][CH3:36])[cH:9][c:10]2[c:11]1[CH2:12][CH2:13][CH2:14][C:15]1([C:30](=[O:31])[OH:32])[CH2:16][CH2:17][N:18]([CH2:21][CH2:22][O:23][c:24]2[n:25][cH:26][cH:27][cH:28][cH:29]2)[CH2:19][CH2:20]1. Reactants: CCOCCO, COc1cc2ncc(C#N)c(Cl)c2cc1OC, Cl, Nc1ccc2ncccc2c1, c1ccncc1. The product is COc1cc2ncc(C#N)c(Nc3ccc4ncccc4c3)c2cc1OC. Reaction SMILES: [CH3:36][CH2:37][O:38][CH2:39][CH2:40][OH:41].[Cl:1][c:2]1[c:3]([C:16]#[N:17])[cH:4][n:5][c:6]2[cH:7][c:8]([O:14][CH3:15])[c:9]([O:12][CH3:13])[cH:10][c:11]12.[ClH:29].[NH2:18][c:19]1[cH:20][c:21]2[cH:22][cH:23][cH:24][n:25][c:26]2[cH:27][cH:28]1.[n:30]1[cH:31][cH:32][cH:33][cH:34][cH:35]1>>[c:2]1([NH:18][c:19]2[cH:20][c:21]3[cH:22][cH:23][cH:24][n:25][c:26]3[cH:27][cH:28]2)[c:3]([C:16]#[N:17])[cH:4][n:5][c:6]2[cH:7][c:8]([O:14][CH3:15])[c:9]([O:12][CH3:13])[cH:10][c:11]12.